This data is from the Open Reaction Database (ORD), a public repository of structured organic reaction records. The task is: describe an organic reaction: reactants, conditions, products, and yield RXN SMILES: [C:1]([CH3:2])([CH3:3])([CH3:4])[O:5][C:6](=[O:7])[NH:8][CH:9]([C:10](=[O:11])[OH:12])[CH2:13][O:14][Si:15]([CH3:16])([CH3:17])[C:18]([CH3:19])([CH3:20])[CH3:21].[CH2:36]1[O:37][CH2:38][CH2:39][CH2:40]1.[CH3:32][NH:33][O:34][CH3:35].[CH:22]([N:23]([CH:24]([CH3:25])[CH3:26])[CH2:27][CH3:28])([CH3:29])[CH3:30].[ClH:31]>>[C:1]([CH3:2])([CH3:3])([CH3:4])[O:5][C:6](=[O:7])[NH:8][CH:9]([C:10](=[O:12])[N:33]([CH3:32])[O:34][CH3:35])[CH2:13][O:14][Si:15]([CH3:16])([CH3:17])[C:18]([CH3:19])([CH3:20])[CH3:21]. Starting materials: CC(C)(C)OC(=O)NC(CO[Si](C)(C)C(C)(C)C)C(=O)O, C1CCOC1, CNOC, CCN(C(C)C)C(C)C, Cl. The product is CON(C)C(=O)C(CO[Si](C)(C)C(C)(C)C)NC(=O)OC(C)(C)C. Reactants: CC(C)(C)c1ccc(C=O)cc1, CC(=O)O[BH-](OC(C)=O)OC(C)=O, O=C([O-])O, ClCCl, NC(Cc1ccc(OCc2ccccc2)cc1)C(=O)NCCN1CCCCC1, [Na+], [Na+]. Product: CC(C)(C)c1ccc(CNC(Cc2ccc(OCc3ccccc3)cc2)C(=O)NCCN2CCCCC2)cc1. As a reaction SMILES: [C:1]([CH3:2])([CH3:3])([CH3:4])[c:5]1[cH:6][cH:7][c:8]([CH:9]=[O:10])[cH:11][cH:12]1.[C:41]([O:42][BH-:43]([O:44][C:45](=[O:46])[CH3:47])[O:48][C:49](=[O:50])[CH3:51])(=[O:52])[CH3:53].[C:55](=[O:56])([OH:57])[O-:58].[Cl:60][CH2:61][Cl:62].[NH2:13][CH:14]([C:15](=[O:16])[NH:17][CH2:18][CH2:19][N:20]1[CH2:21][CH2:22][CH2:23][CH2:24][CH2:25]1)[CH2:26][c:27]1[cH:28][cH:29][c:30]([O:33][CH2:34][c:35]2[cH:36][cH:37][cH:38][cH:39][cH:40]2)[cH:31][cH:32]1.[Na+:54].[Na+:59]>>[C:1]([CH3:2])([CH3:3])([CH3:4])[c:5]1[cH:6][cH:7][c:8]([CH2:9][NH:13][CH:14]([C:15](=[O:16])[NH:17][CH2:18][CH2:19][N:20]2[CH2:21][CH2:22][CH2:23][CH2:24][CH2:25]2)[CH2:26][c:27]2[cH:28][cH:29][c:30]([O:33][CH2:34][c:35]3[cH:36][cH:37][cH:38][cH:39][cH:40]3)[cH:31][cH:32]2)[cH:11][cH:12]1. Reactants: [Al+3], CCOCC, [H-], [H-], [H-], [H-], [Li+], CC1(C)Oc2ccsc2C(N=[N+]=[N-])C1O. The product is CC1(C)Oc2ccsc2C(N)C1O. Reaction SMILES: [Al+3:17].[CH3:22][CH2:23][O:24][CH2:25][CH3:26].[H-:16].[H-:19].[H-:20].[H-:21].[Li+:18].[N:1](=[N+:2]=[N-:3])[CH:4]1[c:5]2[c:6]([cH:13][cH:14][s:15]2)[O:7][C:8]([CH3:11])([CH3:12])[CH:9]1[OH:10]>>[NH2:1][CH:4]1[c:5]2[c:6]([cH:13][cH:14][s:15]2)[O:7][C:8]([CH3:11])([CH3:12])[CH:9]1[OH:10]. The reactants are [K+].[Br-] (KBr), ( s ), O1CCCC1 (tetrahydrofuran), ( w ), ( s ), ( 4.63 ), ( s ), ( w ), ( w ), ( s ). The product is C(CC=C)C1=CC=C(C=CC2=CC=C(C=C2)C2=CC=C(C=C2)C=CC2=CC=C(C=C2)CCC=C)C=C1 (4,4'-bis(4-(3-butenyl)styryl)biphenyl). RXN SMILES: [K+].[Br-].O1[CH2:7][CH2:6][CH2:5][CH2:4]1>>[CH2:4]([C:5]1[CH:4]=[CH:4][C:5]([CH:6]=[CH:7][C:5]2[CH:4]=[CH:4][C:5]([C:6]3[CH:7]=[CH:6][C:5]([CH:4]=[CH:5][C:6]4[CH:7]=[CH:6][C:5]([CH2:4][CH2:5][CH:6]=[CH2:7])=[CH:4][CH:7]=4)=[CH:4][CH:7]=3)=[CH:7][CH:6]=2)=[CH:7][CH:6]=1)[CH2:5][CH:6]=[CH2:7] |f:0.1|. Procedure: In the infra-red spectrum (KBr disc), significant bands are shown at 1512 (w), 1493 (w), 1415 (w), 1260 (s), 1095 (s), 1025 (s) and 800 (s) cm-1, and in the UV spectrum, in tetrahydrofuran as solvent, λmax (1 g ε)=350 nm (4.63).